This data is from the Open Reaction Database (ORD), a public repository of structured organic reaction records. The task is: describe an organic reaction: reactants, conditions, products, and yield Reactants: IC1=CC=C(C(=O)Cl)C=C1 (4-iodobenzoyl chloride), C(CCC)C=1OC2=C(C1)C=C(C=C2)NS(=O)(=O)C (2-butyl-5-methanesulfonamido-benzofuran), IC1=CC=C(C(=O)O)C=C1 (4-iodobenzoic acid), S(=O)(Cl)Cl (thionyl chloride). The solvent is ClCCl (dichloromethane). Yields the product C(CCC)C=1OC2=C(C1C(C1=CC=C(C=C1)I)=O)C=C(C=C2)NS(=O)(=O)C (N-[2-butyl-3-(4-iodobenzoyl)-1-benzofuran-5-yl]methanesulfonamide). RXN SMILES: [I:1][C:2]1[CH:10]=[CH:9][C:5]([C:6](Cl)=[O:7])=[CH:4][CH:3]=1.IC1C=CC(C(O)=O)=CC=1.S(Cl)(Cl)=O.[CH2:25]([C:29]1[O:30][C:31]2[CH:37]=[CH:36][C:35]([NH:38][S:39]([CH3:42])(=[O:41])=[O:40])=[CH:34][C:32]=2[CH:33]=1)[CH2:26][CH2:27][CH3:28]>ClCCl>[CH2:25]([C:29]1[O:30][C:31]2[CH:37]=[CH:36][C:35]([NH:38][S:39]([CH3:42])(=[O:40])=[O:41])=[CH:34][C:32]=2[C:33]=1[C:6](=[O:7])[C:5]1[CH:9]=[CH:10][C:2]([I:1])=[CH:3][CH:4]=1)[CH2:26][CH2:27][CH3:28]. Procedure details: 6.12 g of 4-iodobenzoyl chloride—prepared by reacting 4-iodobenzoic acid with thionyl chloride—and 5.42 g of 2-butyl-5-methanesulfonamido-benzofuran (IV) were dissolved in 30 ml of dichloromethane. The reaction was performed according to Example 10. Reactants: N#CC1(NC(=O)C2CC(S(=O)(=O)c3ccc(Br)cc3C(F)(F)F)CC2OC2CCCC2)CC1, COC1CC(S(=O)(=O)c2ccc(Br)cc2C(F)(F)F)CC1C(=O)NC1(C#N)CC1, CC(C)N1CCNCC1. Product: CC(C)N1CCN(c2ccc(S(=O)(=O)C3CC(OC4CCCC4)C(C(=O)NC4(C#N)CC4)C3)c(C(F)(F)F)c2)CC1. As a reaction SMILES: [C:10](#[N:11])[C:12]1([NH:15][C:16](=[O:17])[CH:18]2[CH:19]([O:37][CH:38]3[CH2:39][CH2:40][CH2:41][CH2:42]3)[CH2:20][CH:21]([S:23](=[O:24])(=[O:25])[c:26]3[c:27]([C:33]([F:34])([F:35])[F:36])[cH:28][c:29]([Br:32])[cH:30][cH:31]3)[CH2:22]2)[CH2:13][CH2:14]1.[C:43]([C:44]1([NH:45][C:46]([CH:47]2[CH2:48][CH:49]([S:50]([c:51]3[cH:52][cH:53][c:54]([Br:55])[cH:56][c:57]3[C:58]([F:59])([F:60])[F:61])(=[O:62])=[O:63])[CH2:64][CH:65]2[O:66][CH3:67])=[O:68])[CH2:69][CH2:70]1)#[N:71].[CH:1]([CH3:2])([CH3:3])[N:4]1[CH2:5][CH2:6][NH:7][CH2:8][CH2:9]1>>[CH:1]([CH3:2])([CH3:3])[N:4]1[CH2:5][CH2:6][N:7]([c:29]2[cH:28][c:27]([C:33]([F:34])([F:35])[F:36])[c:26]([S:23]([CH:21]3[CH2:20][CH:19]([O:37][CH:38]4[CH2:39][CH2:40][CH2:41][CH2:42]4)[CH:18]([C:16]([NH:15][C:12]4([C:10]#[N:11])[CH2:13][CH2:14]4)=[O:17])[CH2:22]3)(=[O:24])=[O:25])[cH:31][cH:30]2)[CH2:8][CH2:9]1.